This data is from the Open Reaction Database (ORD), a public repository of structured organic reaction records. The task is: describe an organic reaction: reactants, conditions, products, and yield Reactants: CO (Methanol), [OH-].[Na+] (sodium hydroxide), C(C)O (Ethanol), C1=CN(C=N1)CC(O)(P(=O)(O)O)P(=O)(O)O (Zoledronic acid), C(C)O (Ethanol). Solvent: O (water), O (water). Product: C1=CN(C=N1)CC(O)(P(=O)(O)[O-])P(=O)(O)[O-].O.O.O.O.[Na+].[Na+] (Zoledronate disodium). Reaction SMILES: [OH-:1].[Na+:2].C([OH:5])C.[CH:6]1[N:10]=[CH:9][N:8]([CH2:11][C:12]([P:18]([OH:21])([OH:20])=[O:19])([P:14]([OH:17])([OH:16])=[O:15])[OH:13])[CH:7]=1.CO>O>[CH:6]1[N:10]=[CH:9][N:8]([CH2:11][C:12]([P:14]([O-:17])([OH:16])=[O:15])([P:18]([O-:20])([OH:21])=[O:19])[OH:13])[CH:7]=1.[OH2:5].[OH2:1].[OH2:5].[OH2:5].[Na+:2].[Na+:2] |f:0.1,6.7.8.9.10.11.12|. Procedure: A solution of sodium hydroxide (0.7 g) in a mixture of water (X % v/v)/Methanol (Y % v/v, 10 volumes per grams of ZLD-Ac form XII) (13-15 ml) was added drop-wise to a suspension of Zoledronic acid form XII (4.98 g) in a mixture of water (X % v/v)/Methanol (Y % v/v, 10 volumes per grams of ZLD-Ac) (70-85 ml) at reflux temperature. The reaction mixture was heated at reflux temperature for additional 16 hours. Then the reaction mixture was cooled to room temperature. Further cooling was performed u... Starting materials: O=Cc1ncccc1Br, O=C([O-])[O-], C1CCOC1, COc1ccccc1B(O)O, COCCOC, [Na+], [Na+], c1ccc(P(c2ccccc2)(c2ccccc2)[Pd](P(c2ccccc2)(c2ccccc2)c2ccccc2)(P(c2ccccc2)(c2ccccc2)c2ccccc2)P(c2ccccc2)(c2ccccc2)c2ccccc2)cc1. The product is COc1ccccc1-c1cccnc1C=O. Reaction SMILES: [Br:1][c:2]1[c:3]([CH:8]=[O:9])[n:4][cH:5][cH:6][cH:7]1.[C:27](=[O:28])([O-:29])[O-:30].[CH2:33]1[O:34][CH2:35][CH2:36][CH2:37]1.[CH3:10][O:11][c:12]1[c:13]([B:18]([OH:19])[OH:20])[cH:14][cH:15][cH:16][cH:17]1.[CH3:21][O:22][CH2:23][CH2:24][O:25][CH3:26].[Na+:31].[Na+:32].[cH:38]1[cH:39][cH:40][c:41]([P:42]([Pd:43]([P:44]([c:45]2[cH:46][cH:47][cH:48][cH:49][cH:50]2)([c:51]2[cH:52][cH:53][cH:54][cH:55][cH:56]2)[c:57]2[cH:58][cH:59][cH:60][cH:61][cH:62]2)([P:63]([c:64]2[cH:65][cH:66][cH:67][cH:68][cH:69]2)([c:70]2[cH:71][cH:72][cH:73][cH:74][cH:75]2)[c:76]2[cH:77][cH:78][cH:79][cH:80][cH:81]2)[P:82]([c:83]2[cH:84][cH:85][cH:86][cH:87][cH:88]2)([c:89]2[cH:90][cH:91][cH:92][cH:93][cH:94]2)[c:95]2[cH:96][cH:97][cH:98][cH:99][cH:100]2)([c:101]2[cH:102][cH:103][cH:104][cH:105][cH:106]2)[c:107]2[cH:108][cH:109][cH:110][cH:111][cH:112]2)[cH:113][cH:114]1>>[c:2]1(-[c:13]2[c:12]([O:11][CH3:10])[cH:17][cH:16][cH:15][cH:14]2)[c:3]([CH:8]=[O:9])[n:4][cH:5][cH:6][cH:7]1.